This data is from the Open Reaction Database (ORD), a public repository of structured organic reaction records. The task is: describe an organic reaction: reactants, conditions, products, and yield Reactants: CI, CCOC(=O)c1sc(-n2ccc(O)cc2=O)nc1C. The product is CCOC(=O)c1sc(-n2ccc(OC)cc2=O)nc1C. RXN SMILES: [CH3:1][I:2].[OH:3][c:4]1[cH:5][c:6](=[O:21])[n:7](-[c:10]2[s:11][c:12]([C:16](=[O:17])[O:18][CH2:19][CH3:20])[c:13]([CH3:15])[n:14]2)[cH:8][cH:9]1>>[CH3:1][O:3][c:4]1[cH:5][c:6](=[O:21])[n:7](-[c:10]2[s:11][c:12]([C:16](=[O:17])[O:18][CH2:19][CH3:20])[c:13]([CH3:15])[n:14]2)[cH:8][cH:9]1. Starting materials: O=C([O-])[O-], COc1cc([N+](=O)[O-])ccc1[O-], ClCCN1CCCC1, Cl, [Cs+], [Cs+], [K+], CN(C)C=O, O. The product is COc1cc([N+](=O)[O-])ccc1OCCN1CCCC1. As a reaction SMILES: [C:23](=[O:24])([O-:25])[O-:26].[CH3:1][O:2][c:3]1[c:4]([O-:12])[cH:5][cH:6][c:7]([N+:9](=[O:10])[O-:11])[cH:8]1.[Cl:15][CH2:16][CH2:17][N:18]1[CH2:19][CH2:20][CH2:21][CH2:22]1.[ClH:14].[Cs+:27].[Cs+:28].[K+:13].[O:30]=[CH:31][N:32]([CH3:33])[CH3:34].[OH2:29]>>[CH3:1][O:2][c:3]1[c:4]([O:12][CH2:16][CH2:17][N:18]2[CH2:19][CH2:20][CH2:21][CH2:22]2)[cH:5][cH:6][c:7]([N+:9](=[O:10])[O-:11])[cH:8]1. Starting materials: FC(F)(F)c1cc(COC2CCC3CCC2(c2ccccc2)N3Cc2ccccc2)cc(C(F)(F)F)c1, CCO. Product: FC(F)(F)c1cc(COC2CCC3CCC2(c2ccccc2)N3)cc(C(F)(F)F)c1. Reaction SMILES: [CH2:1]([c:2]1[cH:3][cH:4][cH:5][cH:6][cH:7]1)[N:8]1[C:9]2([c:32]3[cH:33][cH:34][cH:35][cH:36][cH:37]3)[CH:10]([O:16][CH2:17][c:18]3[cH:19][c:20]([C:28]([F:29])([F:30])[F:31])[cH:21][c:22]([C:24]([F:25])([F:26])[F:27])[cH:23]3)[CH2:11][CH2:12][CH:13]1[CH2:14][CH2:15]2.[CH3:38][CH2:39][OH:40]>>[NH:8]1[C:9]2([c:32]3[cH:33][cH:34][cH:35][cH:36][cH:37]3)[CH:10]([O:16][CH2:17][c:18]3[cH:19][c:20]([C:28]([F:29])([F:30])[F:31])[cH:21][c:22]([C:24]([F:25])([F:26])[F:27])[cH:23]3)[CH2:11][CH2:12][CH:13]1[CH2:14][CH2:15]2. Starting materials: solution, C(C)(C)(C)[Li] (tert-butyllithium), COC=1C=NC=CC1 (3-Methoxypyridine), ClC=1C=C2C(C(NC2=CC1)=O)=O (5-chloroisatin), BrC1=C(C=C(C=C1C)C)C (2-Bromomesitylene). Run in CCCCC (pentane), C1CCOC1 (THF), C1CCOC1 (THF). Reaction conditions: temperature -78 celsius, time 1 hour. Product: ClC=1C=C2C(C(NC2=CC1)=O)(C1=NC=CC=C1OC)O (5-Chloro-3-hydroxy-3-(3-methoxy-pyridin-2-yl)-1,3-dihydro-indol-2-one). RXN SMILES: C([Li])(C)(C)C.BrC1C(C)=CC(C)=CC=1C.[CH3:16][O:17][C:18]1[CH:19]=[N:20][CH:21]=[CH:22][CH:23]=1.[Cl:24][C:25]1[CH:26]=[C:27]2[C:31](=[CH:32][CH:33]=1)[NH:30][C:29](=[O:34])[C:28]2=[O:35]>CCCCC.C1COCC1>[Cl:24][C:25]1[CH:26]=[C:27]2[C:31](=[CH:32][CH:33]=1)[NH:30][C:29](=[O:34])[C:28]2([OH:35])[C:19]1[C:18]([O:17][CH3:16])=[CH:23][CH:22]=[CH:21][N:20]=1. Procedure: A 1.7 M solution of tert-butyllithium in pentane (57.8 mL) was added to THF (200 ml) at −78° C. 2-Bromomesitylene (3.6 mL) was added dropwise, keeping the temperature below −60° C., and the mixture stirred at −78° C. for 1 h. 3-Methoxypyridine (3.6 mL) was added dropwise at −78° C. and then the mixture was stirred between −30° C. and −20° C. The reaction mixture was re-cooled to −78° C. and a slurry of 5-chloroisatin (3.26 g) in THF (100 mL) was added portionwise, keeping the temperature below −... The reactants are C(C1=CC=CC=C1)(=O)O[C@H]1[C@@H]([C@@H]2[C@@H](OC(C2)=O)C1)\C=C\[C@H](C(CCCC)C)O[Si](C1=CC=CC=C1)(C1=CC=CC=C1)C(C)(C)C ((3aR,4R,5R,6aS)-5-(benzoyloxy)-4-[(1E,3S)-3-[[(1,1-dimethylethyl)diphenylsilyl]oxy]-4-methyl-1-octenyl]hexahydro-2H-cyclopenta[b]furan-2-one), C(C)(C)[N-]C(C)C.[Li+] (lithium diisopropylamide), C1(=CC=CC=C1)C(N1N=NN=C1CCCCC#N)(C1=CC=CC=C1)C1=CC=CC=C1 (1-(triphenylmethyl)-1H-tetrazole-5-pentanenitrile), C([O-])(O)=O.[Na+] (sodium bicarbonate). Solvent: C1CCOC1 (THF), C1CCOC1 (THF), C1CCOC1 (THF). Reaction conditions: time 16 hour. Product: C(C1=CC=CC=C1)(=O)O[C@H]1[C@@H]([C@@H]2[C@@H](OC(C2)(O)C(C#N)CCCC2=NN=NN2C(C2=CC=CC=C2)(C2=CC=CC=C2)C2=CC=CC=C2)C1)\C=C\[C@H](C(CCCC)C)O[Si](C1=CC=CC=C1)(C1=CC=CC=C1)C(C)(C)C (α-[(3aR,4R,5R,6aS)-5-(benzoyloxy)-4-[(1E,3S)-3-[[(1,1-dimethylethyl)diphenylsilyl]oxy]-4-methyl-1-octenyl]hexahydro-2-hydroxy-2H-cyclopenta[b]furan-2-yl]-1-(triphenylmethyl)-1H-tetrazole-5-pentanenitrile). RXN SMILES: C([N-]C(C)C)(C)C.[Li+].[C:9]1([C:15]([C:33]2[CH:38]=[CH:37][CH:36]=[CH:35][CH:34]=2)([C:27]2[CH:32]=[CH:31][CH:30]=[CH:29][CH:28]=2)[N:16]2[C:20]([CH2:21][CH2:22][CH2:23][CH2:24][C:25]#[N:26])=[N:19][N:18]=[N:17]2)[CH:14]=[CH:13][CH:12]=[CH:11][CH:10]=1.[C:39]([O:47][C@@H:48]1[CH2:56][C@@H:51]2[O:52][C:53](=[O:55])[CH2:54][C@@H:50]2[C@H:49]1/[CH:57]=[CH:58]/[C@@H:59]([O:66][Si:67]([C:80]([CH3:83])([CH3:82])[CH3:81])([C:74]1[CH:79]=[CH:78][CH:77]=[CH:76][CH:75]=1)[C:68]1[CH:73]=[CH:72][CH:71]=[CH:70][CH:69]=1)[CH:60]([CH3:65])[CH2:61][CH2:62][CH2:63][CH3:64])(=[O:46])[C:40]1[CH:45]=[CH:44][CH:43]=[CH:42][CH:41]=1.C(=O)(O)[O-].[Na+]>C1COCC1>[C:39]([O:47][C@@H:48]1[CH2:56][C@@H:51]2[O:52][C:53]([CH:24]([CH2:23][CH2:22][CH2:21][C:20]3[N:16]([C:15]([C:33]4[CH:34]=[CH:35][CH:36]=[CH:37][CH:38]=4)([C:9]4[CH:14]=[CH:13][CH:12]=[CH:11][CH:10]=4)[C:27]4[CH:28]=[CH:29][CH:30]=[CH:31][CH:32]=4)[N:17]=[N:18][N:19]=3)[C:25]#[N:26])([OH:55])[CH2:54][C@@H:50]2[C@H:49]1/[CH:57]=[CH:58]/[C@@H:59]([O:66][Si:67]([C:80]([CH3:82])([CH3:81])[CH3:83])([C:74]1[CH:75]=[CH:76][CH:77]=[CH:78][CH:79]=1)[C:68]1[CH:73]=[CH:72][CH:71]=[CH:70][CH:69]=1)[CH:60]([CH3:65])[CH2:61][CH2:62][CH2:63][CH3:64])(=[O:46])[C:40]1[CH:41]=[CH:42][CH:43]=[CH:44][CH:45]=1 |f:0.1,4.5|. Reported procedure: A solution of lithium diisopropylamide (13.4 mL, 26.8 mmol, 2M solution) in THF (170 mL) was cooled to −78° C. as a solution of 1-(triphenylmethyl)-1H-tetrazole-5-pentanenitrile (10.55 g, 26.8 mmol) in THF (30 mL) was added slowly. The reaction was allowed to warm to ambient temperature 30 min, before cooling to −78° C. The reaction was stirred as a solution of (3aR,4R,5R,6aS)-5-(benzoyloxy)-4-[(1E,3S)-3-[[(1,1-dimethylethyl)diphenylsilyl]oxy]-4-methyl-1-octenyl]hexahydro-2H-cyclopenta[b]furan-2... The reactants are CC(C)CCC(=O)CCC1OC(=O)NC1CC(C)C, Cc1ccccc1, OCCO, Cc1ccc(S(=O)(=O)O)cc1. Product: CC(C)CCC(=O)CCC1OC2(NC1CC(C)C)OCCO2. As a reaction SMILES: [CH2:1]([CH:2]([CH3:3])[CH3:4])[CH:5]1[NH:6][C:7](=[O:19])[O:8][CH:9]1[CH2:10][CH2:11][C:12]([CH2:13][CH2:14][CH:15]([CH3:16])[CH3:17])=[O:18].[CH3:35][c:36]1[cH:37][cH:38][cH:39][cH:40][cH:41]1.[OH:20][CH2:21][CH2:22][OH:23].[c:24]1([CH3:25])[cH:26][cH:27][c:28]([S:29]([OH:30])(=[O:31])=[O:32])[cH:33][cH:34]1>>[CH2:1]([CH:2]([CH3:3])[CH3:4])[CH:5]1[NH:6][C:7]2([O:8][CH:9]1[CH2:10][CH2:11][C:12]([CH2:13][CH2:14][CH:15]([CH3:16])[CH3:17])=[O:18])[O:19][CH2:22][CH2:21][O:20]2.